The task is: describe an organic reaction: reactants, conditions, products, and yield. This data is from the Open Reaction Database (ORD), a public repository of structured organic reaction records. The reactants are Cl.FC1=CC=C2C(=CN(C2=C1)S(=O)(=O)C1=CC=CC=C1)C=1C=NN(C1)C1CCNCC1 (6-fluoro-1-(phenylsulfonyl)-3-(1-(piperidin-4-yl)-1H-pyrazol-4-yl)-1H-indole hydrochloride), Cl.FC1=CC=C2C(=CN(C2=C1)S(=O)(=O)C1=CC=CC=C1)C=1C=NN(C1)C1CCNCC1 (6-fluoro-1-(phenylsulfonyl)-3-(1-(piperidin-4-yl)-1H-pyrazol-4-yl)-1H-indole hydrochloride), C(C)(=O)OCC(=O)Cl (2-chloro-2-oxoethyl acetate). Product: C(C)(=O)OCC(=O)N1CCC(CC1)N1N=CC(=C1)C1=CN(C2=CC(=CC=C12)F)S(=O)(=O)C1=CC=CC=C1 (2-(4-(4-(6-fluoro-1-(phenylsulfonyl)-1H-indol-3-yl)-1H-pyrazol-1-yl)piperidin-1-yl)-2-oxoethyl acetate). Isolated yield 100.3%. RXN SMILES: Cl.[F:2][C:3]1[CH:11]=[C:10]2[C:6]([C:7]([C:21]3[CH:22]=[N:23][N:24]([CH:26]4[CH2:31][CH2:30][NH:29][CH2:28][CH2:27]4)[CH:25]=3)=[CH:8][N:9]2[S:12]([C:15]2[CH:20]=[CH:19][CH:18]=[CH:17][CH:16]=2)(=[O:14])=[O:13])=[CH:5][CH:4]=1.[C:32]([O:35][CH2:36][C:37](Cl)=[O:38])(=[O:34])[CH3:33]>>[C:32]([O:35][CH2:36][C:37]([N:29]1[CH2:30][CH2:31][CH:26]([N:24]2[CH:25]=[C:21]([C:7]3[C:6]4[C:10](=[CH:11][C:3]([F:2])=[CH:4][CH:5]=4)[N:9]([S:12]([C:15]4[CH:16]=[CH:17][CH:18]=[CH:19][CH:20]=4)(=[O:13])=[O:14])[CH:8]=3)[CH:22]=[N:23]2)[CH2:27][CH2:28]1)=[O:38])(=[O:34])[CH3:33] |f:0.1|. Reported procedure: Following the general method as outlined in Example 89, starting from 6-fluoro-1-(phenylsulfonyl)-3-(1-(piperidin-4-yl)-1H-pyrazol-4-yl)-1H-indole hydrochloride (Intermediate 17; 368 mg; 0.80 mmol) and 2-chloro-2-oxoethyl acetate (165 mg; 1.21 mmol), 421 mg (100%) of the title compound was obtained as a yellow solid, which was used directly without further purification. The reactants are [N+](=O)([O-])C=C(NCCBr)SC (1-nitro-2-methylthio-2-(2-bromoethylamino) ethylene), solium hydride, O1CCCC1 (tetrahydrofuran). Yields the product CSC=1NCCC1[N+](=O)[O-] (2-methylthio-3-nitro-4,5-dihydropyrrole). Yield: 26.0%. As a reaction SMILES: [N+:1]([CH:4]=[C:5]([S:10][CH3:11])[NH:6][CH2:7][CH2:8]Br)([O-:3])=[O:2].O1CCCC1>>[CH3:11][S:10][C:5]1[NH:6][CH2:7][CH2:8][C:4]=1[N+:1]([O-:3])=[O:2]. Procedure details: (ii) A solution of 1-nitro-2-methylthio-2-(2-bromoethylamino) ethylene (3g, 0.012 mol) and solium hydride (50% in oil, 0.62 g, 0.013 mol) in dry tetrahydrofuran (100 mol) was refluxed for 7 hours. The reaction mixture was cooled, and the solvent was removed in vacuo. The residue was extracted with boiling ethyl acetate (2×50 ml), and the extracts were decolourized with charcoal. Concentration of the extracts in vacuo, followed by cooling, resulted in the crystallisation of 2-methylthio-3-nitro-4... Reactants: CCc1cccc(CC)c1N=C1NCCN1O, CC#N, [O-][n+]1ccccc1CCl. Product: CCc1cccc(CC)c1N=C1NCCN1OCc1cccc[n+]1[O-]. RXN SMILES: [CH2:1]([CH3:2])[c:3]1[c:4]([N:11]=[C:12]2[N:13]([OH:17])[CH2:14][CH2:15][NH:16]2)[c:5]([CH2:9][CH3:10])[cH:6][cH:7][cH:8]1.[CH3:27][C:28]#[N:29].[Cl:18][CH2:19][c:20]1[n+:21]([O-:26])[cH:22][cH:23][cH:24][cH:25]1>>[CH2:1]([CH3:2])[c:3]1[c:4]([N:11]=[C:12]2[N:13]([O:17][CH2:19][c:20]3[n+:21]([O-:26])[cH:22][cH:23][cH:24][cH:25]3)[CH2:14][CH2:15][NH:16]2)[c:5]([CH2:9][CH3:10])[cH:6][cH:7][cH:8]1.